This data is from the Open Reaction Database (ORD), a public repository of structured organic reaction records. The task is: describe an organic reaction: reactants, conditions, products, and yield Starting materials: O=C(c1ccc2c(c1)OCCO2)c1cc(I)ccc1Br, CC[SiH](CC)CC, O=S(=O)(O)C(F)(F)F, O=C(O)C(F)(F)F. Product: Brc1ccc(I)cc1Cc1ccc2c(c1)OCCO2. RXN SMILES: [Br:1][c:2]1[c:3]([C:9](=[O:10])[c:11]2[cH:12][c:13]3[c:14]([cH:19][cH:20]2)[O:15][CH2:16][CH2:17][O:18]3)[cH:4][c:5]([I:8])[cH:6][cH:7]1.[CH2:21]([SiH:22]([CH2:23][CH3:24])[CH2:25][CH3:26])[CH3:27].[OH:28][S:29]([C:30]([F:31])([F:32])[F:33])(=[O:34])=[O:35].[OH:36][C:37]([C:38]([F:39])([F:40])[F:41])=[O:42]>>[Br:1][c:2]1[c:3]([CH2:9][c:11]2[cH:12][c:13]3[c:14]([cH:19][cH:20]2)[O:15][CH2:16][CH2:17][O:18]3)[cH:4][c:5]([I:8])[cH:6][cH:7]1. Reactants: C(=O)(O)/C=C/C=1C(=NC(=NC1)OC)OC (E-5-(2-carboxyvinyl)-2,4-dimethoxypyrimidine), C(=O)([O-])[O-].[K+].[K+] (K2CO3), BrC1C(=O)NC(C1)=O (bromosuccinimide). The solvent is CN(C)C=O (DMF), CN(C)C=O (DMF). Run at time 15 minute. The product is Br/C=C/C=1C(=NC(=NC1)OC)OC (E-5-(2-Bromovinyl)-2,4-dimethoxypyrimidine). Reaction SMILES: C(/[CH:4]=[CH:5]/[C:6]1[C:7]([O:14][CH3:15])=[N:8][C:9]([O:12][CH3:13])=[N:10][CH:11]=1)(O)=O.C([O-])([O-])=O.[K+].[K+].[Br:22]C1CC(=O)NC1=O>CN(C=O)C>[Br:22]/[CH:4]=[CH:5]/[C:6]1[C:7]([O:14][CH3:15])=[N:8][C:9]([O:12][CH3:13])=[N:10][CH:11]=1 |f:1.2.3|. Procedure: To a solution of E-5-(2-carboxyvinyl)-2,4-dimethoxypyrimidine (0.300 g; 1.43 mmol) in dry DMF (5 ml) was added K2CO3 (0.45 g: 5.25 mmol). After stirring at ambient temperature for 15 min. a solution of N.-bromosuccinimide (0.258 g; 1.45 mmol) in dry DMF (4 ml) was added dropwise over 10 min. The suspension was immediately filtered, the solid washed with DMF and the filtrate evaporated in high vacuum. The solid residue was purified by column chromatography by preloading on SiO2 and eluting with E... Starting materials: [Al+3], CCC1(CC)Cc2c(cc(C(C)C)c(OC(C)=O)c2C(C)C)O1, [H-], [H-], [H-], [H-], [Li+], C1CCOC1. Product: CCC1(CC)Cc2c(cc(C(C)C)c(O)c2C(C)C)O1. RXN SMILES: [Al+3:25].[C:1](=[O:2])([CH3:3])[O:4][c:5]1[c:6]([CH:21]([CH3:22])[CH3:23])[cH:7][c:8]2[c:9]([c:17]1[CH:18]([CH3:19])[CH3:20])[CH2:10][C:11]([CH2:13][CH3:14])([CH2:15][CH3:16])[O:12]2.[H-:24].[H-:27].[H-:28].[H-:29].[Li+:26].[O:30]1[CH2:31][CH2:32][CH2:33][CH2:34]1>>[OH:4][c:5]1[c:6]([CH:21]([CH3:22])[CH3:23])[cH:7][c:8]2[c:9]([c:17]1[CH:18]([CH3:19])[CH3:20])[CH2:10][C:11]([CH2:13][CH3:14])([CH2:15][CH3:16])[O:12]2. The reactants are Nc1ncc(Br)nc1Br, C1CCOC1, CCOC(C)=O, [H-], [Na+], Oc1ccccc1. Yields the product Nc1ncc(Br)nc1Oc1ccccc1. Reaction SMILES: [Br:10][c:11]1[c:12]([NH2:18])[n:13][cH:14][c:15]([Br:17])[n:16]1.[CH2:25]1[O:26][CH2:27][CH2:28][CH2:29]1.[CH3:19][CH2:20][O:21][C:22](=[O:23])[CH3:24].[H-:1].[Na+:2].[OH:3][c:4]1[cH:5][cH:6][cH:7][cH:8][cH:9]1>>[O:3]([c:4]1[cH:5][cH:6][cH:7][cH:8][cH:9]1)[c:11]1[c:12]([NH2:18])[n:13][cH:14][c:15]([Br:17])[n:16]1.